This data is from the Open Reaction Database (ORD), a public repository of structured organic reaction records. The task is: describe an organic reaction: reactants, conditions, products, and yield Starting materials: C(C)(C)(C)OC(=O)N1C[C@H](CC1)C=O ((S)-3-formylpyrrolidine-1-carboxylic acid t-butyl ester), C[Si](C)(C)[N-][Si](C)(C)C.[Na+] (Sodium bis(trimethylsilyl)amide). Reagents/catalysts: [Br-].C[P+](C1=CC=CC=C1)(C1=CC=CC=C1)C1=CC=CC=C1 (methyltriphenylphosphonium bromide). Run in C1CCOC1 (THF), C1CCOC1 (THF), C1CCOC1 (THF). Conditions: time 30 minute. Yields the product C(C)(C)(C)OC(=O)N1C[C@H](CC1)C=C ((R)-3-vinylpyrrolidine-1-carboxylic acid t-butyl ester). As a reaction SMILES: [CH3:1][Si]([N-][Si](C)(C)C)(C)C.[Na+].[C:11]([O:15][C:16]([N:18]1[CH2:22][CH2:21][C@H:20]([CH:23]=O)[CH2:19]1)=[O:17])([CH3:14])([CH3:13])[CH3:12]>[Br-].C[P+](C1C=CC=CC=1)(C1C=CC=CC=1)C1C=CC=CC=1.C1COCC1>[C:11]([O:15][C:16]([N:18]1[CH2:22][CH2:21][C@H:20]([CH:23]=[CH2:1])[CH2:19]1)=[O:17])([CH3:14])([CH3:13])[CH3:12] |f:0.1,3.4|. Procedure details: A slurry of methyltriphenylphosphonium bromide (16.1 g, 45.2 mmol) in THF (50 mL) was cooled to −78° C. 1M Sodium bis(trimethylsilyl)amide in THF (38.0 mL) was added and the mixture was stirred for 30 minutes. A solution of (S)-3-formylpyrrolidine-1-carboxylic acid t-butyl ester (3.0 g, 15.0 mmol) in THF (10 mL) was slowly added and the mixture was stirred at −78° C. for 2 hours. The mixture was warmed to room temperature over 3 hours and the reaction was quenched with half saturated NH4Cl (50 m...